This data is from the Open Reaction Database (ORD), a public repository of structured organic reaction records. The task is: describe an organic reaction: reactants, conditions, products, and yield Reactants: ClCCl (dichloromethane), BrC=1C=C(C=C(C1)Br)C (3,5-dibromo-toluene), C1CC(=O)N(C1=O)Br (NBS), CC(C)(C#N)N=NC(C)(C)C#N (AIBN). Run in C(Cl)(Cl)(Cl)Cl (carbon tetrachloride). Reaction conditions: temperature 80 celsius. The product is BrC1=CC(=CC(=C1)CBr)Br (1,3-dibromo-5-(bromomethyl)benzene). RXN SMILES: [Br:1][C:2]1[CH:3]=[C:4]([CH3:9])[CH:5]=[C:6]([Br:8])[CH:7]=1.C1C(=O)N([Br:17])C(=O)C1.CC(N=NC(C#N)(C)C)(C#N)C.ClCCl>C(Cl)(Cl)(Cl)Cl>[Br:1][C:2]1[CH:3]=[C:4]([CH2:9][Br:17])[CH:5]=[C:6]([Br:8])[CH:7]=1. Reported procedure: Step H1. A mixture of 3,5-dibromo-toluene (4.25 g, 17 mmol), NBS (3 g, 17 mmol), and AIBN (150 mg) in carbon tetrachloride (50 mL) was heated at 80° C. for 3 hours. The resulting mixture was run through a silicon gel column with dichloromethane as the eluant. The fraction was collected and solvent was removed by rotovap, crude 1,3-dibromo-5-(bromomethyl)benzene was obtained as a white residue.